This data is from the Open Reaction Database (ORD), a public repository of structured organic reaction records. The task is: describe an organic reaction: reactants, conditions, products, and yield Starting materials: BrC=1C(=CC=C2C=3C(C4=C(C(C3NC12)(C)C)C=C(C=C4)OC[C@@H]4OC(OC4)(C)C)=O)C#N (4-bromo-8-((S)-2,2-dimethyl-[1,3]dioxolan-4-yl methoxy)-6,6-dimethyl-11-oxo-6,11-dihydro-5H-benzo[b]carbazole-3-carbonitrile), N1C=NC=C1 (imidazole), tert-potassium butoxy, O (water). Reagents/catalysts: C(C)(=O)[O-].[Pd+2].C(C)(=O)[O-] (palladium acetate), C1(=CC=CC=C1)P([C-]1C=CC=C1)C1=CC=CC=C1.[C-]1(C=CC=C1)P(C1=CC=CC=C1)C1=CC=CC=C1.[Fe+2] (1,1′-bis(diphenylphosphino)ferrocene). The solvent is C(=O)N (formamide). Reaction conditions: temperature 180 celsius, time 5 minute. The product is C(#N)C1=CC=C2C=3C(C4=C(C(C3NC2=C1C(=O)N)(C)C)C=C(C=C4)OC[C@@H]4OC(OC4)(C)C)=O (3-Cyano-8-((S)-2,2-dimethyl-[1,3]dioxolan-4-ylmethoxy)-6,6-dimethyl-11-oxo-6,11-dihydro-5H-benzo[b]carbazole-4-carboxylic acid amide). The yield is 27.0%. Reaction SMILES: Br[C:2]1[C:3]([C:31]#[N:32])=[CH:4][CH:5]=[C:6]2[C:14]=1[NH:13][C:12]1[C:11]([CH3:16])([CH3:15])[C:10]3[CH:17]=[C:18]([O:21][CH2:22][C@H:23]4[CH2:27][O:26][C:25]([CH3:29])([CH3:28])[O:24]4)[CH:19]=[CH:20][C:9]=3[C:8](=[O:30])[C:7]2=1.[NH:33]1[CH:37]=CN=C1.[OH2:38]>C(N)=O.C([O-])(=O)C.[Pd+2].C([O-])(=O)C.C1(P(C2C=CC=CC=2)[C-]2C=CC=C2)C=CC=CC=1.[C-]1(P(C2C=CC=CC=2)C2C=CC=CC=2)C=CC=C1.[Fe+2]>[C:31]([C:3]1[C:2]([C:37]([NH2:33])=[O:38])=[C:14]2[C:6]([C:7]3[C:8](=[O:30])[C:9]4[CH:20]=[CH:19][C:18]([O:21][CH2:22][C@H:23]5[CH2:27][O:26][C:25]([CH3:28])([CH3:29])[O:24]5)=[CH:17][C:10]=4[C:11]([CH3:16])([CH3:15])[C:12]=3[NH:13]2)=[CH:5][CH:4]=1)#[N:32] |f:4.5.6,7.8.9|. Procedure details: Under nitrogen atmosphere, 4-bromo-8-((S)-2,2-dimethyl-[1,3]dioxolan-4-yl methoxy)-6,6-dimethyl-11-oxo-6,11-dihydro-5H-benzo[b]carbazole-3-carbonitrile (Compound U8-1, 30.0 mg, 60.56 μmol), palladium acetate (1.36 mg, 6.056 μmol), 1,1′-bis(diphenylphosphino)ferrocene (3.36 mg, 6.056 μmol), imidazole (4.12 mg, 60.56 μmol) and tert-potassium butoxy (10.2 mg, 90.84 μmol) were dissolved in formamide (3.00 mL) and the mixture was stirred at 180° C. for 5 min under irradiation with microwave. The reac... Starting materials: COC1=CC=C2CCC(CC2=C1)NC (7-methoxy-2-(R,S)-methylamino-1,2,3,4-tetrahydronaphthalene), BrCCCCN1C(C=2C(C1=O)=CC=CC2)=O (N-(4-bromobutyl)phthalimide), C([O-])([O-])=O.[K+].[K+] (potassium carbonate). Run in CN(C=O)C (dimethylformamide). Reaction conditions: temperature 60 celsius, time 18 hour. The product is C1(C=2C(C(N1)=O)=CC=CC2)=O (phthalimide). The yield is 151.0%. Reaction SMILES: COC1C=C2C(CCC(NC)C2)=CC=1.BrCCCC[N:20]1[C:24](=[O:25])[C:23]2=[CH:26][CH:27]=[CH:28][CH:29]=[C:22]2[C:21]1=[O:30].C(=O)([O-])[O-].[K+].[K+]>CN(C)C=O>[C:24]1(=[O:25])[NH:20][C:21](=[O:30])[C:22]2=[CH:29][CH:28]=[CH:27][CH:26]=[C:23]12 |f:2.3.4|. Procedure: A mixture of 7-methoxy-2-(R,S)-methylamino-1,2,3,4-tetrahydronaphthalene (3.02 g, 15.9 mmol), N-(4-bromobutyl)phthalimide (4.82 g, 17.1 mmol), anhydrous potassium carbonate (4.80 g, 34.7 mmol) and dry dimethylformamide (75 ml) was heated at 60° C. for 2 h, then left at room temperature for 18 h. Excess solvent was evaporated in vacuo, and the residue was partitioned between water (200 ml) and dichloromethane (3×100 ml). The organic phase was dried (Na2SO4) then evaporated in vacuo to give an oil... Reactants: CC([C@H](NC(=O)OCCCC=C)C(=O)O)(C)C (3-methyl-N-[(pent-4-enyloxy)carbonyl]-L-valine), Cl.N[C@H](C(=O)O)C1(CCCCC1)C ((2S)-amino(1-methylcyclohexyl)acetic acid-HCl), Na CH3CN. The product is CC1(CCCCC1)[C@@H](C(=O)O)NC(=O)OCCCC=C ((2S)-(1-methylcyclohexyl) {[(pent-4-en-1-yloxy)carbonyl]amino}acetic acid). RXN SMILES: [CH3:1][C:2]([CH3:17])([CH3:16])[C@@H:3]([C:13]([OH:15])=[O:14])[NH:4][C:5]([O:7][CH2:8][CH2:9][CH2:10][CH:11]=[CH2:12])=[O:6].Cl.N[C@@H:20]([C:24]1(C)CCCCC1)[C:21](O)=O>>[CH3:1][C:2]1([C@H:3]([NH:4][C:5]([O:7][CH2:8][CH2:9][CH2:10][CH:11]=[CH2:12])=[O:6])[C:13]([OH:15])=[O:14])[CH2:17][CH2:24][CH2:20][CH2:21][CH2:16]1 |f:1.2|. Reported procedure: (2S)-(1-methylcyclohexyl) {[(pent-4-en-1-yloxy)carbonyl]amino}acetic acid was prepared according to the procedure for 3-methyl-N-[(pent-4-enyloxy)carbonyl]-L-valine by using (2S)-amino(1-methylcyclohexyl)acetic acid-HCl instead of t-butylglycine. LRMS (ESI) m/z 347.3 [(M+Na+CH3CN)+; calcd for C17H28N2NaO4: 347.2]. The reactants are BrC1=C(C(=O)NCC2=CC=C(C=C2)OC)C=C(C=C1)[N+](=O)[O-] (2-bromo-N-(4-methoxy-benzyl)-5-nitro-benzamide), ice water, [H-].[Na+] (NaH), BrCC(=C)C (3-bromo-2-methyl-propene). Solvent: CN(C)C=O (DMF), CN(C)C=O (DMF). Reaction conditions: temperature 0 celsius, time 2 hour. Product: BrC1=C(C(=O)N(CC(=C)C)CC2=CC=C(C=C2)OC)C=C(C=C1)[N+](=O)[O-] (2-Bromo-N-(4-methoxy-benzyl)-N-(2-methyl-allyl)-5-nitro-benzamide). As a reaction SMILES: [H-].[Na+].[Br:3][C:4]1[CH:21]=[CH:20][C:19]([N+:22]([O-:24])=[O:23])=[CH:18][C:5]=1[C:6]([NH:8][CH2:9][C:10]1[CH:15]=[CH:14][C:13]([O:16][CH3:17])=[CH:12][CH:11]=1)=[O:7].Br[CH2:26][C:27]([CH3:29])=[CH2:28]>CN(C=O)C>[Br:3][C:4]1[CH:21]=[CH:20][C:19]([N+:22]([O-:24])=[O:23])=[CH:18][C:5]=1[C:6]([N:8]([CH2:9][C:10]1[CH:11]=[CH:12][C:13]([O:16][CH3:17])=[CH:14][CH:15]=1)[CH2:28][C:27]([CH3:29])=[CH2:26])=[O:7] |f:0.1|. Reported procedure: To a suspension of NaH (1.22 g) in DMF (130 ml) was added 2-bromo-N-(4-methoxy-benzyl)-5-nitro-benzamide (6.2 g) in DMF (60 ml) at −78 C. The mixture was warmed to 0° C., 3-bromo-2-methyl-propene (4.57 g) was added and the mixture was stirred for 2 h at 0° C. The reaction was poured into ice water, extracted with EtOAc (2×400 ml), dried over MgSO4, filtered and concentrated to a DMF solution which was used without further purification. Procedure: A mixture of 1.1 g (4.5 mmol) of 4,5-dihydro-3-(hydroxymethyl)-5-methyl-6H-imidazo[1,5-a][1,4]benzodiazepin-6-one, 0.3 ml (5.0 mmol) of methyl iodide and 10 ml of dry dimethylformamide is treated with 0.2 g (4.5 mmol) of sodium hydride (55 percent oil dispersion, washed with n-hexane) and the mixture is stirred at room temperature for about 16 hours. The mixture is poured into 70 ml of water and extracted three times with chloroform. The chloroform solution is washed once with water, dried over ... Conditions: time 16 hour. Reaction SMILES: [OH:1][CH2:2][C:3]1[N:4]=[CH:5][N:6]2[C:12]3[CH:13]=[CH:14][CH:15]=[CH:16][C:11]=3[C:10](=[O:17])[N:9]([CH3:18])[CH2:8][C:7]=12.CI.[CH3:21]N(C)C=O.[H-].[Na+]>O>[CH3:21][O:1][CH2:2][C:3]1[N:4]=[CH:5][N:6]2[C:12]3[CH:13]=[CH:14][CH:15]=[CH:16][C:11]=3[C:10](=[O:17])[N:9]([CH3:18])[CH2:8][C:7]=12 |f:3.4|. Yields the product COCC=1N=CN2C1CN(C(C1=C2C=CC=C1)=O)C (4,5-dihydro-3-(methoxymethyl)-5-methyl-6H-imidazo[1,5-a][1,4]benzodiazepin-6-one). Solvent: O (water). The reactants are OCC=1N=CN2C1CN(C(C1=C2C=CC=C1)=O)C (4,5-dihydro-3-(hydroxymethyl)-5-methyl-6H-imidazo[1,5-a][1,4]benzodiazepin-6-one), CI (methyl iodide), CN(C=O)C (dimethylformamide), [H-].[Na+] (sodium hydride). The reactants are C(C=C)N1C(C2C(C2C1)(C1=CC(=CC=C1)[N+](=O)[O-])C)=O (3-allyl-6-methyl-6-(3-nitrophenyl)-3-azabicyclo[3.1.0]hexan-2-one), [Cl-].[Ca+2].[Cl-] (calcium chloride). The reagents and catalysts are [Fe] (iron). Run in C(C)O (ethanol), O (water). The product is C(C=C)N1C(C2C(C2C1)(C)C1=CC(=CC=C1)N)=O (3-Allyl-6-(3-aminophenyl)-6-methyl-3-azabicyclo[3.1.0]hexan-2-one). Yield: 99.0%. RXN SMILES: [CH2:1]([N:4]1[CH2:9][CH:8]2[CH:6]([C:7]2([CH3:19])[C:10]2[CH:15]=[CH:14][CH:13]=[C:12]([N+:16]([O-])=O)[CH:11]=2)[C:5]1=[O:20])[CH:2]=[CH2:3].[Cl-].[Ca+2].[Cl-]>C(O)C.O.[Fe]>[CH2:1]([N:4]1[CH2:9][CH:8]2[CH:6]([C:7]2([C:10]2[CH:15]=[CH:14][CH:13]=[C:12]([NH2:16])[CH:11]=2)[CH3:19])[C:5]1=[O:20])[CH:2]=[CH2:3] |f:1.2.3|. Reported procedure: To a solution of 3-allyl-6-methyl-6-(3-nitrophenyl)-3-azabicyclo[3.1.0]hexan-2-one (Preparation 50, 10.2 g, 37.5 mmol) in ethanol (850 ml) and water (150 ml) was added iron powder (18.9 g, 337.5 mmol) and calcium chloride (2.1 g, 18.7 mmol). The reaction mixture was refluxed for 5 h, and then filtered to remove the iron powder. The reaction mixture was concentrated in vacuo and the residue was dissolved in dichloromethane:methanol (85:15), filtered and then concentrated in vacuo, dissolved in te... Starting materials: [BH4-], CC(C)CCN, CO, COc1cc(C=O)ccc1Oc1ccc(C(N)=O)nn1, [Na+]. Product: COc1cc(CNCCC(C)C)ccc1Oc1ccc(C(N)=O)nn1. As a reaction SMILES: [BH4-:27].[CH2:21]([CH2:22][CH:23]([CH3:24])[CH3:25])[NH2:26].[CH3:29][OH:30].[CH:1](=[O:2])[c:3]1[cH:4][c:5]([O:19][CH3:20])[c:6]([O:7][c:8]2[cH:9][cH:10][c:11]([C:14](=[O:15])[NH2:16])[n:12][n:13]2)[cH:17][cH:18]1.[Na+:28]>>[CH2:1]([c:3]1[cH:4][c:5]([O:19][CH3:20])[c:6]([O:7][c:8]2[cH:9][cH:10][c:11]([C:14](=[O:15])[NH2:16])[n:12][n:13]2)[cH:17][cH:18]1)[NH:26][CH2:21][CH2:22][CH:23]([CH3:24])[CH3:25]. Yield: 16.5%. Procedure: To a solution of (5-methyl-3-phenyl-isoxazol-4-yl)-methanol (60 mg, 0.32 mmol) in DMF (2 mL) was added sodium hydride (55% dispersion in mineral oil, 15 mg, 0.35 mmol). The mixture was stirred at room temperature overnight. After addition of a solution of 6-chloro-1,2,4-triazolo[4,3-b]pyridazine-3-carboxylic acid ethyl ester (79 mg, 0.35 mmol) in DMF (2 mL) the mixture was stirred at room temperature overnight. Then the mixture was evaporated, extracted (ethyl acetate/water) and the organic phas... Solvent: CN(C)C=O (DMF), CN(C)C=O (DMF). Reaction SMILES: [CH3:1][C:2]1[O:6][N:5]=[C:4]([C:7]2[CH:12]=[CH:11][CH:10]=[CH:9][CH:8]=2)[C:3]=1[CH2:13][OH:14].[H-].[Na+].[CH2:17]([O:19][C:20]([C:22]1[N:26]2[N:27]=[C:28](Cl)[CH:29]=[CH:30][C:25]2=[N:24][N:23]=1)=[O:21])[CH3:18]>CN(C=O)C>[CH2:17]([O:19][C:20]([C:22]1[N:26]2[N:27]=[C:28]([O:14][CH2:13][C:3]3[C:4]([C:7]4[CH:12]=[CH:11][CH:10]=[CH:9][CH:8]=4)=[N:5][O:6][C:2]=3[CH3:1])[CH:29]=[CH:30][C:25]2=[N:24][N:23]=1)=[O:21])[CH3:18] |f:1.2|. Starting materials: CC1=C(C(=NO1)C1=CC=CC=C1)CO ((5-methyl-3-phenyl-isoxazol-4-yl)-methanol), [H-].[Na+] (sodium hydride), C(C)OC(=O)C1=NN=C2N1N=C(C=C2)Cl (6-chloro-1,2,4-triazolo[4,3-b]pyridazine-3-carboxylic acid ethyl ester). Yields the product C(C)OC(=O)C1=NN=C2N1N=C(C=C2)OCC=2C(=NOC2C)C2=CC=CC=C2 (6-(5-Methyl-3-phenyl-isoxazol-4-ylmethoxy)-[1,2,4]triazolo[4,3-b]pyridazine-3-carboxylic acid ethyl ester). Run at time 8 hour. Starting materials: CCOC(=O)CC(OCC)OCC, C1CCOC1, CCN=C=NCCCN(C)C, O=C(OCc1ccccc1)N1CCNCC1, [Na+], CN(C)C=O, [OH-], O, On1nnc2ccccc21. Product: CCOC(CC(=O)N1CCN(C(=O)OCc2ccccc2)CC1)OCC. RXN SMILES: [CH2:1]([CH3:2])[O:3][CH:4]([CH2:5][C:6]([O:8][CH2:7][CH3:9])=[O:10])[O:11][CH2:12][CH3:13].[CH2:54]1[O:55][CH2:56][CH2:57][CH2:58]1.[CH3:17][CH2:18][N:19]=[C:20]=[N:21][CH2:22][CH2:23][CH2:24][N:25]([CH3:26])[CH3:27].[N:38]1([C:44](=[O:45])[O:46][CH2:47][c:48]2[cH:49][cH:50][cH:51][cH:52][cH:53]2)[CH2:39][CH2:40][NH:41][CH2:42][CH2:43]1.[Na+:15].[O:59]=[CH:60][N:61]([CH3:62])[CH3:63].[OH-:14].[OH2:16].[OH:28][n:29]1[c:30]2[cH:31][cH:32][cH:33][cH:34][c:35]2[n:36][n:37]1>>[CH2:1]([CH3:2])[O:3][CH:4]([CH2:5][C:6](=[O:8])[N:41]1[CH2:40][CH2:39][N:38]([C:44](=[O:45])[O:46][CH2:47][c:48]2[cH:49][cH:50][cH:51][cH:52][cH:53]2)[CH2:43][CH2:42]1)[O:11][CH2:12][CH3:13]. Reactants: Cc1c(Cl)nnc(Cl)c1C, ClCCl, [I-], I, [Na+], [Na+], [Na+], [Na+], [Na+], O=C([O-])[O-], O=S([O-])([O-])=S, O. Product: Cc1c(Cl)nnc(I)c1C. As a reaction SMILES: [Cl:1][c:2]1[n:3][n:4][c:5]([Cl:10])[c:6]([CH3:9])[c:7]1[CH3:8].[Cl:27][CH2:28][Cl:29].[I-:12].[IH:13].[Na+:11].[Na+:14].[Na+:15].[Na+:20].[Na+:21].[O-:16][C:17](=[O:18])[O-:19].[O-:22][S:23]([O-:24])(=[S:25])=[O:26].[OH2:30]>>[Cl:1][c:2]1[n:3][n:4][c:5]([I:12])[c:6]([CH3:9])[c:7]1[CH3:8].